describe an organic reaction: reactants, conditions, products, and yield From a dataset of the Open Reaction Database (ORD), a public repository of structured organic reaction records. Reactants: [Al+3], C1CCOC1, [H-], [H-], [H-], [H-], [Li+], CCOC(=O)C12CCC(c3ccccc3)(CC1)CC2. The product is OCC12CCC(c3ccccc3)(CC1)CC2. Reaction SMILES: [Al+3:21].[CH2:26]1[O:27][CH2:28][CH2:29][CH2:30]1.[H-:20].[H-:23].[H-:24].[H-:25].[Li+:22].[c:1]1([C:7]23[CH2:8][CH2:9][C:10]([C:15](=[O:16])[O:17][CH2:18][CH3:19])([CH2:11][CH2:12]2)[CH2:13][CH2:14]3)[cH:2][cH:3][cH:4][cH:5][cH:6]1>>[c:1]1([C:7]23[CH2:8][CH2:9][C:10]([CH2:15][OH:16])([CH2:11][CH2:12]2)[CH2:13][CH2:14]3)[cH:2][cH:3][cH:4][cH:5][cH:6]1. Product: N1=C(C=CC=C1)CC[NH+](C(OC(C)(C)C)=O)[O-] (tert-Butyl 2-(2-pyridyl)ethylcarbamate N-oxide). The reactants are N1=C(C=CC=C1)CCNC(OC(C)(C)C)=O (tert-Butyl 2-(2-pyridyl)ethylcarbamate), ClC1=CC(=CC=C1)C(=O)OO (3-chloroperbenzoic acid). Conditions: time 15 hour. As a reaction SMILES: [N:1]1[CH:6]=[CH:5][CH:4]=[CH:3][C:2]=1[CH2:7][CH2:8][NH:9][C:10](=[O:16])[O:11][C:12]([CH3:15])([CH3:14])[CH3:13].ClC1C=CC=C(C(OO)=[O:25])C=1>C(OCC)(=O)C>[N:1]1[CH:6]=[CH:5][CH:4]=[CH:3][C:2]=1[CH2:7][CH2:8][NH+:9]([O-:25])[C:10](=[O:16])[O:11][C:12]([CH3:13])([CH3:15])[CH3:14]. Procedure: tert-Butyl 2-(2-pyridyl)ethylcarbamate (18.5 g, 83 mmol) and 3-chloroperbenzoic acid (77%, 24.5 g, 109 mmol) were dissolved in ethyl acetate (200 ml), and the mixture was stirred at room temperature for 15 hrs. The solvent was evaporated, and the residue was subjected to a silica gel column chromatography. The fractions eluted with methanol-ethyl acetate (1:4, v/v) were collected and concentrated to give the titled compound (19.6 g, 99%). The yield is 99.1%. The solvent is C(C)(=O)OCC (ethyl acetate). Reactants: Cl (Hydrogen chloride), N1\C(\CNCC1)=N/NC(C(F)(F)F)=O (N′-((Z)-piperazin-2-ylidene)-trifluoroacetohydrazide), C(C)(C)(C)OC (methyl tert-butyl ether). Solvent: CO (methanol). Conditions: temperature 55 celsius. Yields the product Cl.FC(C1=NN=C2N1CCNC2)(F)F (3-trifluoromethyl-5,6,7,8-tetrahydro-1,2,4-triazolo[4,3-a]pyrazine hydrochloride). Isolated yield 90.7%. RXN SMILES: [NH:1]1[CH2:6][CH2:5][NH:4][CH2:3]/[C:2]/1=[N:7]/[NH:8][C:9](=O)[C:10]([F:13])([F:12])[F:11].[ClH:15].C(OC)(C)(C)C>CO>[ClH:15].[F:11][C:10]([F:13])([F:12])[C:9]1[N:1]2[CH2:6][CH2:5][NH:4][CH2:3][C:2]2=[N:7][N:8]=1 |f:4.5|. Procedure details: A suspension of N′-((Z)-piperazin-2-ylidene)-trifluoroacetohydrazide (41 g) in methanol (170 mL) is stirred and heated to about 55° C. Hydrogen chloride (21 mL) is added to the reaction mixture and stirred for about 2 hours. The solution is cooled to 20° C. and methyl tert-butyl ether (423 mL) is added to it. The solution is further cooled to 0° C. and stirred for about 1 hour. The solid is filtered, washed with mixture of ethanol and methyl tert-butyl ether (82 mL) and dried at about 45° C. to ... The reactants are C1C(CC2=CC=CC=C12)[C@@H]1C(N([C@@H](C(N1)=O)[C@H](CC)C)C(C(=O)NC1=C(C=CC=C1)O)C=1C=NC(=CC1C)C)=O (2-{(3R,6R)-3-(2,3-Dihydro-1H-inden-2-yl)-6-[(1S)-1-methylpropyl]-2,5-dioxo-1-piperazinyl}-2-(4,6-dimethyl-3-pyridinyl)-N-(2-hydroxyphenyl)acetamide), N1CCOCC1 (morpholine). Yields the product C1C(CC2=CC=CC=C12)[C@@H]1C(N([C@@H](C(N1)=O)[C@H](CC)C)[C@@H](C(=O)NC)C=1C=NC(=CC1C)C)=O ((2R)-2-{(3R,6R)-3-(2,3-Dihydro-1H-inden-2-yl)-6-[(1S)-1-methylpropyl]-2,5-dioxo-1-piperazinyl}-2-(4,6-dimethyl-3-pyridinyl)-N-methylethanamide). RXN SMILES: [CH2:1]1[C:9]2[C:4](=[CH:5][CH:6]=[CH:7][CH:8]=2)[CH2:3][CH:2]1[C@H:10]1[NH:15][C:14](=[O:16])[C@@H:13]([C@@H:17]([CH3:20])[CH2:18][CH3:19])[N:12]([CH:21]([C:32]2[CH:33]=[N:34][C:35]([CH3:39])=[CH:36][C:37]=2[CH3:38])[C:22]([NH:24][C:25]2C=CC=CC=2O)=[O:23])[C:11]1=[O:40].N1CCOCC1>>[CH2:1]1[C:9]2[C:4](=[CH:5][CH:6]=[CH:7][CH:8]=2)[CH2:3][CH:2]1[C@H:10]1[NH:15][C:14](=[O:16])[C@@H:13]([C@@H:17]([CH3:20])[CH2:18][CH3:19])[N:12]([C@H:21]([C:32]2[CH:33]=[N:34][C:35]([CH3:39])=[CH:36][C:37]=2[CH3:38])[C:22]([NH:24][CH3:25])=[O:23])[C:11]1=[O:40]. Procedure: Similarly prepared from intermediate 4 and morpholine: The reactants are CCS(=O)(=O)N1CCC(C#N)(CC2CCCO2)CC1, CO, N, O. The product is CCS(=O)(=O)N1CCC(CN)(CC2CCCO2)CC1. RXN SMILES: [CH2:1]([CH3:2])[S:3](=[O:4])(=[O:5])[N:6]1[CH2:7][CH2:8][C:9]([C:12]#[N:13])([CH2:14][CH:15]2[O:16][CH2:17][CH2:18][CH2:19]2)[CH2:10][CH2:11]1.[CH3:22][OH:23].[NH3:20].[OH2:21]>>[CH2:1]([CH3:2])[S:3](=[O:4])(=[O:5])[N:6]1[CH2:7][CH2:8][C:9]([CH2:12][NH2:13])([CH2:14][CH:15]2[O:16][CH2:17][CH2:18][CH2:19]2)[CH2:10][CH2:11]1. Starting materials: CN(C)C1(c2ccc(F)cc2)CCC(=CC(=O)NCCCc2ccccc2)CC1, CCC(C)=O, C[Si](C)(C)Cl. Yields the product CN(C)C1(c2ccc(F)cc2)CCC(=CC(=O)NCCCc2ccccc2)CC1, Cl. RXN SMILES: [CH3:1][N:2]([C:3]1([c:22]2[cH:23][cH:24][c:25]([F:28])[cH:26][cH:27]2)[CH2:4][CH2:5][C:6](=[CH:9][C:10](=[O:11])[NH:12][CH2:13][CH2:14][CH2:15][c:16]2[cH:17][cH:18][cH:19][cH:20][cH:21]2)[CH2:7][CH2:8]1)[CH3:29].[CH3:35][C:36]([CH2:37][CH3:38])=[O:39].[Cl:30][Si:31]([CH3:32])([CH3:33])[CH3:34]>>[CH3:1][N:2]([C:3]1([c:22]2[cH:23][cH:24][c:25]([F:28])[cH:26][cH:27]2)[CH2:4][CH2:5][C:6](=[CH:9][C:10](=[O:11])[NH:12][CH2:13][CH2:14][CH2:15][c:16]2[cH:17][cH:18][cH:19][cH:20][cH:21]2)[CH2:7][CH2:8]1)[CH3:29].[ClH:30]. Reactants: CCOC(=O)c1csc(NC(=O)OC(C)(C)C)n1, O=C([O-])C(O)C(O)C(=O)[O-], CC(C)C[Al+]CC(C)C, ClCCl, [H-], [K+], [Na+], Cc1ccccc1. Yields the product CC(C)(C)OC(=O)Nc1nc(CO)cs1. As a reaction SMILES: [C:18]([CH3:19])([CH3:20])([CH3:21])[O:22][C:23](=[O:24])[NH:25][c:26]1[s:27][cH:28][c:29]([C:31](=[O:32])[O:33][CH2:34][CH3:35])[n:30]1.[C:36]([CH:37]([CH:38]([C:39]([O-:40])=[O:41])[OH:42])[OH:43])([O-:44])=[O:45].[CH2:9]([Al+:10][CH2:11][CH:12]([CH3:13])[CH3:14])[CH:15]([CH3:16])[CH3:17].[Cl:48][CH2:49][Cl:50].[H-:8].[K+:47].[Na+:46].[c:1]1([CH3:2])[cH:3][cH:4][cH:5][cH:6][cH:7]1>>[C:18]([CH3:19])([CH3:20])([CH3:21])[O:22][C:23](=[O:24])[NH:25][c:26]1[s:27][cH:28][c:29]([CH2:31][OH:32])[n:30]1. Starting materials: ClC=1C=C(C(=NC1)C(=O)Cl)N(COC)S(=O)(=O)C1=CC(=C(C=C1)Cl)C(F)(F)F (5-chloro-3-[(4-chloro-3-trifluoromethyl-benzenesulfonyl)-methoxymethyl-amino]-pyridine-2-carbonyl chloride), CC1COC2=C(N1)C=CC=C2 (3-methyl-3,4-dihydro-2H-benzo[1,4]oxazine), C(C)(C)N(CC)C(C)C (di-isopropylethylamine). Reaction conditions: time 8 hour. The product is ClC1=C(C=C(C=C1)S(=O)(=O)N(COC)C=1C(=NC=C(C1)Cl)C(=O)N1C(COC2=C1C=CC=C2)C)C(F)(F)F (4-chloro -N[5-chloro-2-(3-methyl-2,3-dihydro-benzo[1,4]oxazine-4-carbonyl)-pyridin-3-yl]-N-methoxymethyl-3-trifluoromethyl-benzenesulfonamide). Reaction SMILES: [Cl:1][C:2]1[CH:3]=[C:4]([N:11]([S:15]([C:18]2[CH:23]=[CH:22][C:21]([Cl:24])=[C:20]([C:25]([F:28])([F:27])[F:26])[CH:19]=2)(=[O:17])=[O:16])[CH2:12][O:13][CH3:14])[C:5]([C:8](Cl)=[O:9])=[N:6][CH:7]=1.[CH3:29][CH:30]1[NH:35][C:34]2[CH:36]=[CH:37][CH:38]=[CH:39][C:33]=2[O:32][CH2:31]1.C(N(C(C)C)CC)(C)C>>[Cl:24][C:21]1[CH:22]=[CH:23][C:18]([S:15]([N:11]([C:4]2[C:5]([C:8]([N:35]3[C:34]4[CH:36]=[CH:37][CH:38]=[CH:39][C:33]=4[O:32][CH2:31][CH:30]3[CH3:29])=[O:9])=[N:6][CH:7]=[C:2]([Cl:1])[CH:3]=2)[CH2:12][O:13][CH3:14])(=[O:17])=[O:16])=[CH:19][C:20]=1[C:25]([F:26])([F:27])[F:28]. Procedure: A mixture of 5-chloro-3-[(4-chloro-3-trifluoromethyl-benzenesulfonyl)-methoxymethyl-amino]-pyridine-2-carbonyl chloride (50 mg, 0.11 mmol), 3-methyl-3,4-dihydro-2H-benzo[1,4]oxazine (60 mg, 0.40 mmol) and di-isopropylethylamine (DIEA, 0.07 mL, 0.40 mmol) in CH2CL2 (1.5 mL) was stirred at room temperature overnight. The mixture was concentrated to provide 4-chloro -N[5-chloro-2-(3-methyl-2,3-dihydro-benzo[1,4]oxazine-4-carbonyl)-pyridin-3-yl]-N-methoxymethyl-3-trifluoromethyl-benzenesulfonamide, ...